The task is: describe an organic reaction: reactants, conditions, products, and yield. This data is from the Open Reaction Database (ORD), a public repository of structured organic reaction records. The reactants are C1CCOC1, COc1cc2ncnc(Cl)c2cc1OC, NN. Yields the product COc1cc2ncnc(NN)c2cc1OC. Reaction SMILES: [CH2:18]1[O:19][CH2:20][CH2:21][CH2:22]1.[Cl:1][c:2]1[n:3][cH:4][n:5][c:6]2[cH:7][c:8]([O:14][CH3:15])[c:9]([O:12][CH3:13])[cH:10][c:11]12.[NH2:16][NH2:17]>>[c:2]1([NH:16][NH2:17])[n:3][cH:4][n:5][c:6]2[cH:7][c:8]([O:14][CH3:15])[c:9]([O:12][CH3:13])[cH:10][c:11]12. Run at temperature 100 celsius, time 18 hour. Procedure details: Tributyl(1-ethoxyvinyl)tin (7.77 g, 21.52 mmol) and Pd(PPh3)4 (1.18 g, 1.02 mmol) were added to a solution of the 5-bromo-1-(tert-butyl)-3-ethoxy-2-(methoxymethoxy)benzene (6.5 g, 20.4 mmol) in toluene (68 ml) and the mixture was stirred at 100° C. for 18 hours. The reaction mixture was cooled to room temperature, ethyl acetate was added, the mixture was washed with 20% aqueous KF and filtered through celite, and the organic layer was dried over anhydrous magnesium sulfate and concentrated under... RXN SMILES: C([Sn](CCCC)(CCCC)[C:6]([O:8]CC)=[CH2:7])CCC.Br[C:20]1[CH:21]=[C:22]([O:34][CH2:35][CH3:36])[C:23]([O:30]COC)=[C:24]([C:26]([CH3:29])([CH3:28])[CH3:27])[CH:25]=1.C(OCC)(=O)C>C1(C)C=CC=CC=1.C1C=CC([P]([Pd]([P](C2C=CC=CC=2)(C2C=CC=CC=2)C2C=CC=CC=2)([P](C2C=CC=CC=2)(C2C=CC=CC=2)C2C=CC=CC=2)[P](C2C=CC=CC=2)(C2C=CC=CC=2)C2C=CC=CC=2)(C2C=CC=CC=2)C2C=CC=CC=2)=CC=1>[C:26]([C:24]1[CH:25]=[C:20]([C:6](=[O:8])[CH3:7])[CH:21]=[C:22]([O:34][CH2:35][CH3:36])[C:23]=1[OH:30])([CH3:27])([CH3:28])[CH3:29] |^1:53,55,74,93|. Reagents/catalysts: C=1C=CC(=CC1)[P](C=2C=CC=CC2)(C=3C=CC=CC3)[Pd]([P](C=4C=CC=CC4)(C=5C=CC=CC5)C=6C=CC=CC6)([P](C=7C=CC=CC7)(C=8C=CC=CC8)C=9C=CC=CC9)[P](C=1C=CC=CC1)(C=1C=CC=CC1)C=1C=CC=CC1 (Pd(PPh3)4). Yields the product C(C)(C)(C)C=1C=C(C=C(C1O)OCC)C(C)=O (1-[3-(tert-Butyl)-5-ethoxy-4-hydroxyphenyl]-1-ethanone). Reactants: C(CCC)[Sn](C(=C)OCC)(CCCC)CCCC (Tributyl(1-ethoxyvinyl)tin), BrC=1C=C(C(=C(C1)C(C)(C)C)OCOC)OCC (5-bromo-1-(tert-butyl)-3-ethoxy-2-(methoxymethoxy)benzene), C(C)(=O)OCC (ethyl acetate). Run in C1(=CC=CC=C1)C (toluene). Isolated yield 65.8%. Reactants: CCO, O=C(c1ccc(Cl)cc1)c1cccc(CBr)c1, [Na+], [OH-], O, Cn1c(S)nc2ccccc2c1=O. Yields the product Cn1c(SCc2cccc(C(=O)c3ccc(Cl)cc3)c2)nc2ccccc2c1=O. RXN SMILES: [CH3:33][CH2:34][OH:35].[Cl:16][c:17]1[cH:18][cH:19][c:20]([C:21](=[O:22])[c:23]2[cH:24][c:25]([CH2:26][Br:27])[cH:28][cH:29][cH:30]2)[cH:31][cH:32]1.[Na+:15].[OH-:14].[OH2:36].[SH:1][c:2]1[n:3][c:4]2[cH:5][cH:6][cH:7][cH:8][c:9]2[c:10](=[O:13])[n:11]1[CH3:12]>>[S:1]([c:2]1[n:3][c:4]2[cH:5][cH:6][cH:7][cH:8][c:9]2[c:10](=[O:13])[n:11]1[CH3:12])[CH2:26][c:25]1[cH:24][c:23]([C:21]([c:20]2[cH:19][cH:18][c:17]([Cl:16])[cH:32][cH:31]2)=[O:22])[cH:30][cH:29][cH:28]1.